This data is from the Open Reaction Database (ORD), a public repository of structured organic reaction records. The task is: describe an organic reaction: reactants, conditions, products, and yield The reactants are ClC1=NN2C(C(=CC=C2)NCC2=CC(=CC=C2)OC)=N1 ((2-chloro-[1,2,4]triazolo[1,5-a]pyridin-8-yl)-(3-methoxy-benzyl)-amine), NC=1C=CC(=NC1)OC (5-amino-2-methoxypyridine). Product: COC=1C=C(CNC=2C=3N(C=CC2)N=C(N3)NC=3C=NC(=CC3)OC)C=CC1 (N(8)-(3-Methoxy-benzyl)-N(2)-(6-methoxy-pyridin-3-yl)-[1,2,4]triazolo[1,5-a]pyridine-2,8-diamine), foam. Isolated yield 32.0%. Reaction SMILES: Cl[C:2]1[N:20]=[C:5]2[C:6]([NH:10][CH2:11][C:12]3[CH:17]=[CH:16][CH:15]=[C:14]([O:18][CH3:19])[CH:13]=3)=[CH:7][CH:8]=[CH:9][N:4]2[N:3]=1.[NH2:21][C:22]1[CH:23]=[CH:24][C:25]([O:28][CH3:29])=[N:26][CH:27]=1>>[CH3:19][O:18][C:14]1[CH:13]=[C:12]([CH:17]=[CH:16][CH:15]=1)[CH2:11][NH:10][C:6]1[C:5]2[N:4]([N:3]=[C:2]([NH:21][C:22]3[CH:27]=[N:26][C:25]([O:28][CH3:29])=[CH:24][CH:23]=3)[N:20]=2)[CH:9]=[CH:8][CH:7]=1. Procedure details: N(8)-(3-Methoxy-benzyl)-N(2)-(6-methoxy-pyridin-3-yl)-[1,2,4]triazolo[1,5-a]pyridine-2,8-diamine was prepared from (2-chloro-[1,2,4]triazolo[1,5-a]pyridin-8-yl)-(3-methoxy-benzyl)-amine (99.9 mg, 0.346 mmol) and 5-amino-2-methoxypyridine (48.11 mg, 0.3875 mmol) in a manner analogous to Example 2d. Product was isolated as a red foam (41.48 mg, 32%). 1H NMR (400 MHz, CD3OD, δ, ppm): 8.42 (s, 1H), 8.04 (d, J=9 Hz, 1H), 7.83 (d, J=6.5 Hz, 1H), 7.24 (m, 1H), 6.98 (s, 2H), 6.83-6.71 (m, 3H), 6.40 (d, ... Run in C1CCOC1 (THF). Procedure: To a solution of 145 (900 mg, 2.034 mmol) in THF (20 mL) was added 3M HCl (30 mL) and the reaction mixture was heated to reflux for 24 hours. The mixture was cooled to RT, and concentrated. The residual aqueous solution was treated with solid sodium bicarbonate and then extracted with DCM. The organic phase was collected, dried over anhydrous Na2SO4, filtered and concentrated. The crude aldehyde 146 (810 mg, 100% yield) was used in the next step with no additional purification. MS (m/z)=399.3 (M... Reactants: O1C(OCC1)CN1N=CC(=C1)C1=CC2=NC=CC(=C2S1)OC1=C(C=C(C=C1)[N+](=O)[O-])F (2-(1-((1,3-dioxolan-2-yl)methyl)-1H-pyrazol-4-yl)-7-(2-fluoro-4-nitrophenoxy)thieno[3,2-b]pyridine), Cl (HCl). Reaction SMILES: [O:1]1CCO[CH:2]1[CH2:6][N:7]1[CH:11]=[C:10]([C:12]2[S:20][C:19]3[C:14](=[N:15][CH:16]=[CH:17][C:18]=3[O:21][C:22]3[CH:27]=[CH:26][C:25]([N+:28]([O-:30])=[O:29])=[CH:24][C:23]=3[F:31])[CH:13]=2)[CH:9]=[N:8]1.Cl>C1COCC1>[F:31][C:23]1[CH:24]=[C:25]([N+:28]([O-:30])=[O:29])[CH:26]=[CH:27][C:22]=1[O:21][C:18]1[CH:17]=[CH:16][N:15]=[C:14]2[CH:13]=[C:12]([C:10]3[CH:9]=[N:8][N:7]([CH2:6][CH:2]=[O:1])[CH:11]=3)[S:20][C:19]=12. Isolated yield 100.0%. The product is FC1=C(OC2=C3C(=NC=C2)C=C(S3)C=3C=NN(C3)CC=O)C=CC(=C1)[N+](=O)[O-] (2-(4-(7-(2-fluoro-4-nitrophenoxy)thieno[3,2-b]pyridin-2-yl)-1H-pyrazol-1-yl)acetaldehyde). Starting materials: C(C)O (ethanol), steel, ClCC1C(C(N(C1)C1CCCCC1)=O)(C1=CC=CC=C1)C1=CC=CC=C1 (4-chloromethyl-1-cyclohexyl-3,3-diphenyl-2-pyrrolidinone), C([O-])([O-])=O.[K+].[K+] (potassium carbonate), ClC1=CC=C(C=C1)C1(CCNCC1)O (4-(4-chlorophenyl)-4-hydroxypiperidine). Run in C(Cl)(Cl)Cl.CO (chloroform methanol), CO (methanol). Run at time 8 hour. Product: ClC1=CC=C(C=C1)C1(CCN(CC1)CC1C(C(N(C1)C1CCCCC1)=O)(C1=CC=CC=C1)C1=CC=CC=C1)O (4-{[4-(4-Chlorophenyl)-4-hydroxyl-1-piperidinyl]methyl}-1-cyclohexyl-3,3-diphenyl-2-pyrrolidinone). RXN SMILES: Cl[CH2:2][CH:3]1[CH2:7][N:6]([CH:8]2[CH2:13][CH2:12][CH2:11][CH2:10][CH2:9]2)[C:5](=[O:14])[C:4]1([C:21]1[CH:26]=[CH:25][CH:24]=[CH:23][CH:22]=1)[C:15]1[CH:20]=[CH:19][CH:18]=[CH:17][CH:16]=1.C(=O)([O-])[O-].[K+].[K+].[Cl:33][C:34]1[CH:39]=[CH:38][C:37]([C:40]2([OH:46])[CH2:45][CH2:44][NH:43][CH2:42][CH2:41]2)=[CH:36][CH:35]=1.C(O)C>CO.C(Cl)(Cl)Cl.CO>[Cl:33][C:34]1[CH:39]=[CH:38][C:37]([C:40]2([OH:46])[CH2:41][CH2:42][N:43]([CH2:2][CH:3]3[CH2:7][N:6]([CH:8]4[CH2:9][CH2:10][CH2:11][CH2:12][CH2:13]4)[C:5](=[O:14])[C:4]3([C:21]3[CH:26]=[CH:25][CH:24]=[CH:23][CH:22]=3)[C:15]3[CH:16]=[CH:17][CH:18]=[CH:19][CH:20]=3)[CH2:44][CH2:45]2)=[CH:36][CH:35]=1 |f:1.2.3,7.8|. Procedure: A mixture of 39 g. (0.106 mole) of 4-chloromethyl-1-cyclohexyl-3,3-diphenyl-2-pyrrolidinone, 58.5 g. (0.424 mole) of finely ground potassium carbonate, and 22.5 g. (0.106 mole) of 4-(4-chlorophenyl)-4-hydroxypiperidine in 300 ml. of ethanol was heated to 200° C. in a steel bomb for 66 hrs. During the heating the bomb was continuously rotated to produce mild stirring. The contents were filtered and the filtrate concentrated. The residue was heated in 250 ml. of ethylacetate and allowed to stand a... The reactants are CC(C#N)=CC1C(C(=O)O)C1(C)C, Cc1c(F)c(F)c(CO)c(F)c1F, CN(C)c1ccncc1, ClCCl. The product is CC(C#N)=CC1C(C(=O)OCc2c(F)c(F)c(C)c(F)c2F)C1(C)C. RXN SMILES: [C:14](#[N:15])[C:16](=[CH:17][CH:18]1[C:19]([CH3:24])([CH3:25])[CH:20]1[C:21](=[O:22])[OH:23])[CH3:26].[CH3:1][c:2]1[c:3]([F:13])[c:4]([F:12])[c:5]([CH2:6][OH:7])[c:8]([F:11])[c:9]1[F:10].[CH3:27][N:28]([CH3:29])[c:30]1[cH:31][cH:32][n:33][cH:34][cH:35]1.[Cl:36][CH2:37][Cl:38]>>[CH3:1][c:2]1[c:3]([F:13])[c:4]([F:12])[c:5]([CH2:6][O:7][C:21]([CH:20]2[CH:18]([CH:17]=[C:16]([C:14]#[N:15])[CH3:26])[C:19]2([CH3:24])[CH3:25])=[O:22])[c:8]([F:11])[c:9]1[F:10]. The reactants are CC1=NC(=NC(=C1NC(OC(C)(C)C)=O)C)OCC(=O)N(C1CCNCC1)C (tert-butyl 4,6-dimethyl-2-(2-(methyl(piperidine-4-yl)amino)-2-oxoethoxy)pyrimidine-5-ylcarbamate), C1(CCCCC1)=O (cyclohexanone), C(C)(=O)O[BH-](OC(C)=O)OC(C)=O.[Na+] (sodium triacetoxy-borohydride). The product is C1(CCCCC1)N1CCC(CC1)N(C(COC1=NC(=C(C(=N1)C)NC(OC(C)(C)C)=O)C)=O)C (tert-butyl 2-(2-((l-cyclohexylpiperidine-4-yl)(methyl)amino)-2-oxoethoxy)-4,6-dimethylpyrimidine-5-ylcarbamate). RXN SMILES: [CH3:1][C:2]1[C:7]([NH:8][C:9](=[O:15])[O:10][C:11]([CH3:14])([CH3:13])[CH3:12])=[C:6]([CH3:16])[N:5]=[C:4]([O:17][CH2:18][C:19]([N:21]([CH3:28])[CH:22]2[CH2:27][CH2:26][NH:25][CH2:24][CH2:23]2)=[O:20])[N:3]=1.[C:29]1(=O)[CH2:34][CH2:33][CH2:32][CH2:31][CH2:30]1.C(O[BH-](OC(=O)C)OC(=O)C)(=O)C.[Na+]>>[CH:29]1([N:25]2[CH2:24][CH2:23][CH:22]([N:21]([CH3:28])[C:19](=[O:20])[CH2:18][O:17][C:4]3[N:3]=[C:2]([CH3:1])[C:7]([NH:8][C:9](=[O:15])[O:10][C:11]([CH3:14])([CH3:12])[CH3:13])=[C:6]([CH3:16])[N:5]=3)[CH2:27][CH2:26]2)[CH2:34][CH2:33][CH2:32][CH2:31][CH2:30]1 |f:2.3|. Procedure details: The title compound was synthesized from Compound 31, cyclohexanone and sodium triacetoxy-borohydride in the same manner as in Example 32. Reactants: O=c1ccc(Br)cn1CCO, CC(c1ccc(B2OC(C)(C)C(C)(C)O2)cc1)N1CCC(CC(C)(C)O)(c2ccccc2)OC1=O. Yields the product CC(c1ccc(-c2ccc(=O)n(CCO)c2)cc1)N1CCC(CC(C)(C)O)(c2ccccc2)OC1=O. RXN SMILES: [Br:36][c:37]1[cH:38][cH:39][c:40](=[O:46])[n:41]([CH2:43][CH2:44][OH:45])[cH:42]1.[OH:1][C:2]([CH2:3][C:4]1([c:28]2[cH:29][cH:30][cH:31][cH:32][cH:33]2)[CH2:5][CH2:6][N:7]([CH:11]([CH3:12])[c:13]2[cH:14][cH:15][c:16]([B:19]3[O:20][C:21]([CH3:22])([CH3:23])[C:24]([CH3:25])([CH3:26])[O:27]3)[cH:17][cH:18]2)[C:8](=[O:10])[O:9]1)([CH3:34])[CH3:35]>>[OH:1][C:2]([CH2:3][C:4]1([c:28]2[cH:29][cH:30][cH:31][cH:32][cH:33]2)[CH2:5][CH2:6][N:7]([CH:11]([CH3:12])[c:13]2[cH:14][cH:15][c:16](-[c:37]3[cH:38][cH:39][c:40](=[O:46])[n:41]([CH2:43][CH2:44][OH:45])[cH:42]3)[cH:17][cH:18]2)[C:8](=[O:10])[O:9]1)([CH3:34])[CH3:35]. Starting materials: CC(=O)OC(C)=O, CN(C)c1ccncc1, ClC(Cl)Cl, Nc1ccccc1CN1CCC(CCC(=O)c2ccc(Nc3ncnc4c3CCC4)cc2)CC1. The product is CC(=O)Nc1ccccc1CN1CCC(CCC(=O)c2ccc(Nc3ncnc4c3CCC4)cc2)CC1. As a reaction SMILES: [CH3:35][C:36](=[O:37])[O:38][C:39](=[O:40])[CH3:41].[CH3:42][N:43]([CH3:44])[c:45]1[cH:46][cH:47][n:48][cH:49][cH:50]1.[CH:51]([Cl:52])([Cl:53])[Cl:54].[n:1]1[cH:2][n:3][c:4]([NH:10][c:11]2[cH:12][cH:13][c:14]([C:17]([CH2:18][CH2:19][CH:20]3[CH2:21][CH2:22][N:23]([CH2:26][c:27]4[c:28]([NH2:33])[cH:29][cH:30][cH:31][cH:32]4)[CH2:24][CH2:25]3)=[O:34])[cH:15][cH:16]2)[c:5]2[c:6]1[CH2:7][CH2:8][CH2:9]2>>[n:1]1[cH:2][n:3][c:4]([NH:10][c:11]2[cH:12][cH:13][c:14]([C:17]([CH2:18][CH2:19][CH:20]3[CH2:21][CH2:22][N:23]([CH2:26][c:27]4[c:28]([NH:33][C:36]([CH3:35])=[O:37])[cH:29][cH:30][cH:31][cH:32]4)[CH2:24][CH2:25]3)=[O:34])[cH:15][cH:16]2)[c:5]2[c:6]1[CH2:7][CH2:8][CH2:9]2.